This data is from the Open Reaction Database (ORD), a public repository of structured organic reaction records. The task is: describe an organic reaction: reactants, conditions, products, and yield Reactants: CC(=C)C1=C(C=CC=C1)S(=O)(=O)Cl (2-(1-Methylethenyl)benzenesulfonyl Chloride), N (ammonia), [Cl-].[NH4+] (ammonium chloride). Solvent: CCOCC (ether). The product is CC(=C)C1=C(C=CC=C1)S(=O)(=O)N (2-(1-Methylethenyl)benzenesulfonamide). Yield: 101.4%. Reaction SMILES: [NH3:1].[CH3:2][C:3]([C:5]1[CH:10]=[CH:9][CH:8]=[CH:7][C:6]=1[S:11](Cl)(=[O:13])=[O:12])=[CH2:4].[Cl-].[NH4+]>CCOCC>[CH3:2][C:3]([C:5]1[CH:10]=[CH:9][CH:8]=[CH:7][C:6]=1[S:11]([NH2:1])(=[O:13])=[O:12])=[CH2:4] |f:2.3|. Reported procedure: A solution of anhydrous ammonia (1 ml, 40 mmol) in ether (25 ml) was cooled to 0° and to this was added 2-(1-methylethenyl)benzenesulfonyl chloride of Example 13 (2.9 g, 13 mmol). After stirring for 2 hours at 0° to 5° the ammonium chloride was removed by filtration of the filtrate concentrated to an oil which crystallized on standing to give 2.6 g of the title compound, m.p. 76°-85°. The reactants are CN(Cc1ccc(Br)cc1)C(=O)N1CCCC1, O=C([O-])[O-], CN(C)CC(=O)O, CS(C)=O, [Cu]I, FC(F)(F)c1n[nH]c2c1CCCC2, [K+], [K+]. Product: CN(Cc1ccc(-n2nc(C(F)(F)F)c3c2CCCC3)cc1)C(=O)N1CCCC1. RXN SMILES: [Br:1][c:2]1[cH:3][cH:4][c:5]([CH2:8][N:9]([C:10](=[O:11])[N:12]2[CH2:13][CH2:14][CH2:15][CH2:16]2)[CH3:17])[cH:6][cH:7]1.[C:38](=[O:39])([O-:40])[O-:41].[CH3:31][N:32]([CH2:33][C:34](=[O:35])[OH:36])[CH3:37].[CH3:44][S:45]([CH3:46])=[O:47].[Cu:48][I:49].[F:18][C:19]([c:20]1[n:21][nH:22][c:23]2[c:28]1[CH2:27][CH2:26][CH2:25][CH2:24]2)([F:29])[F:30].[K+:42].[K+:43]>>[c:2]1(-[n:22]2[n:21][c:20]([C:19]([F:18])([F:29])[F:30])[c:28]3[c:23]2[CH2:24][CH2:25][CH2:26][CH2:27]3)[cH:3][cH:4][c:5]([CH2:8][N:9]([C:10](=[O:11])[N:12]2[CH2:13][CH2:14][CH2:15][CH2:16]2)[CH3:17])[cH:6][cH:7]1.